From a dataset of the Open Reaction Database (ORD), a public repository of structured organic reaction records. describe an organic reaction: reactants, conditions, products, and yield Starting materials: CS(C)=O, COC(=O)Cc1ccc(O)c(Cl)c1, O=C(NCCc1ccc(Cl)cc1)c1ccc(Cl)c([N+](=O)[O-])c1, ClCCl, [K+], [K+], O=C([O-])[O-]. Product: COC(=O)Cc1ccc(Oc2ccc(C(=O)NCCc3ccc(Cl)cc3)cc2[N+](=O)[O-])c(Cl)c1. As a reaction SMILES: [CH3:42][S:43]([CH3:44])=[O:45].[Cl:1][c:2]1[cH:3][c:4]([CH2:9][C:10](=[O:11])[O:12][CH3:13])[cH:5][cH:6][c:7]1[OH:8].[Cl:20][c:21]1[cH:22][cH:23][c:24]([CH2:25][CH2:26][NH:27][C:28]([c:29]2[cH:30][c:31]([N+:36](=[O:37])[O-:38])[c:32]([Cl:35])[cH:33][cH:34]2)=[O:39])[cH:40][cH:41]1.[Cl:46][CH2:47][Cl:48].[K+:14].[K+:15].[O-:16][C:17]([O-:18])=[O:19]>>[Cl:1][c:2]1[cH:3][c:4]([CH2:9][C:10](=[O:11])[O:12][CH3:13])[cH:5][cH:6][c:7]1[O:8][c:32]1[c:31]([N+:36](=[O:37])[O-:38])[cH:30][c:29]([C:28]([NH:27][CH2:26][CH2:25][c:24]2[cH:23][cH:22][c:21]([Cl:20])[cH:41][cH:40]2)=[O:39])[cH:34][cH:33]1. Reactants: Cl (HCl), CC1=NC=C(C=C1CN=CC1C2(CCC(C1=O)C2(C)C)C)C(=C)C (1-(2-methyl-5-(prop-1-en-2-yl)pyridin-3-yl)-N-((oxobornyl)methylene)methanamine), CoCl2.6H2O, [BH4-].[Na+] (NaBH4). Solvent: CCO (EtOH). Conditions: temperature 50 celsius, time 15 hour. Yields the product C(C)(C)C=1C=C(C(=NC1)C)CN ((5-isopropyl-2-methylpyridin-3-yl)methanamine). Reaction SMILES: [CH3:1][C:2]1[C:7]([CH2:8][N:9]=CC2C(=O)C3C(C)(C)C2(C)CC3)=[CH:6][C:5]([C:22]([CH3:24])=[CH2:23])=[CH:4][N:3]=1.[BH4-].[Na+].Cl>CCO>[CH:22]([C:5]1[CH:6]=[C:7]([CH2:8][NH2:9])[C:2]([CH3:1])=[N:3][CH:4]=1)([CH3:24])[CH3:23] |f:1.2|. Reported procedure: To a stirring solution of 96.6 mg (0.370 mmol) of 1-(2-methyl-5-(prop-1-en-2-yl)pyridin-3-yl)-N-((oxobornyl)methylene)methanamine and 88.5 mg (0.372 mmol) of CoCl2.6H2O in 4 mL of EtOH at 50° C. was added 160 mg of NaBH4 in 2 portions. After heating the mixture at 50° C. under Ar for 5 h, the reaction mixture was cooled and 5 N HCl was added to a pH=1. The mixture was stirred at r.t. for 15 h and concentrated. Water was added, and NH4OH was added to a pH=9. The aqueous layer was extracted with t... The reactants are CCS(=O)(=O)Cl, CNC(=O)C(NC(=O)c1nc(-c2ccccc2)n2c1CNCC2)C(C)(C)C, CCN(C(C)C)C(C)C, ClCCl. The product is CCS(=O)(=O)N1CCn2c(-c3ccccc3)nc(C(=O)NC(C(=O)NC)C(C)(C)C)c2C1. As a reaction SMILES: [CH2:28]([CH3:29])[S:30](=[O:31])(=[O:32])[Cl:33].[CH3:1][C:2]([CH:3]([C:4](=[O:5])[NH:6][CH3:7])[NH:8][C:9](=[O:10])[c:11]1[n:12][c:13](-[c:20]2[cH:21][cH:22][cH:23][cH:24][cH:25]2)[n:14]2[c:15]1[CH2:16][NH:17][CH2:18][CH2:19]2)([CH3:26])[CH3:27].[CH:34]([N:35]([CH2:36][CH3:37])[CH:38]([CH3:39])[CH3:40])([CH3:41])[CH3:42].[Cl:43][CH2:44][Cl:45]>>[CH3:1][C:2]([CH:3]([C:4](=[O:5])[NH:6][CH3:7])[NH:8][C:9](=[O:10])[c:11]1[n:12][c:13](-[c:20]2[cH:21][cH:22][cH:23][cH:24][cH:25]2)[n:14]2[c:15]1[CH2:16][N:17]([S:30]([CH2:28][CH3:29])(=[O:31])=[O:32])[CH2:18][CH2:19]2)([CH3:26])[CH3:27]. The reactants are C(C(C)C)NC1=CC=C(C=N1)C(=O)C1=CNC2=NC=CC=C21 ((6-Isobutylamino-pyridin-3-yl)-(1H-pyrrolo[2,3-b]pyridin-3-yl)-methanone), NN (hydrazine), [OH-].[K+] (potassium hydroxide), O (water). Run in C(CO)O (1,2-ethanediol). Run at temperature 180 celsius. Yields the product C(C(C)C)NC1=NC=C(C=C1)CC1=CNC2=NC=CC=C21 (Isobutyl-[5-(1H-pyrrolo[2,3-b]pyridin-3-ylmethyl)-pyridin-2-yl]-amine). Reaction SMILES: [CH2:1]([NH:5][C:6]1[N:11]=[CH:10][C:9]([C:12]([C:14]2[C:22]3[C:17](=[N:18][CH:19]=[CH:20][CH:21]=3)[NH:16][CH:15]=2)=O)=[CH:8][CH:7]=1)[CH:2]([CH3:4])[CH3:3].NN.[OH-].[K+].O>C(O)CO>[CH2:1]([NH:5][C:6]1[CH:7]=[CH:8][C:9]([CH2:12][C:14]2[C:22]3[C:17](=[N:18][CH:19]=[CH:20][CH:21]=3)[NH:16][CH:15]=2)=[CH:10][N:11]=1)[CH:2]([CH3:4])[CH3:3] |f:2.3|. Procedure: To (6-Isobutylamino-pyridin-3-yl)-(1H-pyrrolo[2,3-b]pyridin-3-yl)-methanone (P-0025, 60.0 mg, 0.20 mmol, prepared as described in Example 5) in 1,2-ethanediol (5.0 mL) was added hydrazine (1.0 mL, 0.032 mol) and potassium hydroxide (200.0 mg, 3.56 mmol). The reaction mixture was heated to 180° C. overnight. The reaction mixture was poured into water and extracted with ethyl acetate. The organic layer was washed with brine, dried over sodium sulfate, concentrated and purified by silica gel column...